Task: describe an organic reaction: reactants, conditions, products, and yield. Dataset: the Open Reaction Database (ORD), a public repository of structured organic reaction records The reactants are BrCCCCBr, O=C([O-])[O-], CC1=COc2cc(C)ccc2C(=O)N1, CC(C)=O, [K+], [K+]. Product: CC1=COc2cc(C)ccc2C(=O)N1CCCCBr. As a reaction SMILES: [Br:15][CH2:16][CH2:17][CH2:18][CH2:19][Br:20].[C:21](=[O:22])([O-:23])[O-:24].[CH3:1][C:2]1=[CH:3][O:4][c:5]2[c:6]([cH:10][cH:11][c:12]([CH3:14])[cH:13]2)[C:7](=[O:9])[NH:8]1.[CH3:27][C:28](=[O:29])[CH3:30].[K+:25].[K+:26]>>[CH3:1][C:2]1=[CH:3][O:4][c:5]2[c:6]([cH:10][cH:11][c:12]([CH3:14])[cH:13]2)[C:7](=[O:9])[N:8]1[CH2:19][CH2:18][CH2:17][CH2:16][Br:15]. Starting materials: O=C(O)c1ccc(Br)c(Cl)c1, CC(C)(C)c1cccc(NC(=O)c2ccc(C3CCNCC3)cc2)c1, CC(C)(C)c1cccc(NC(=O)c2ccc(N3CCN(c4ccc(C(=O)O)cc4)CC3)c(F)c2)c1. Yields the product CC(C)(C)c1cccc(NC(=O)c2ccc(C3CCN(c4ccc(C(=O)O)cc4Cl)CC3)cc2)c1. Reaction SMILES: [Br:26][c:27]1[c:28]([Cl:36])[cH:29][c:30]([C:31](=[O:32])[OH:33])[cH:34][cH:35]1.[C:1]([CH3:2])([CH3:3])([CH3:4])[c:5]1[cH:6][c:7]([NH:11][C:12]([c:13]2[cH:14][cH:15][c:16]([CH:19]3[CH2:20][CH2:21][NH:22][CH2:23][CH2:24]3)[cH:17][cH:18]2)=[O:25])[cH:8][cH:9][cH:10]1.[C:37]([c:38]1[cH:39][c:40]([NH:41][C:42]([c:43]2[cH:44][cH:45][c:46]([N:47]3[CH2:48][CH2:49][N:50]([c:51]4[cH:52][cH:53][c:54]([C:55]([OH:56])=[O:57])[cH:58][cH:59]4)[CH2:60][CH2:61]3)[c:62]([F:63])[cH:64]2)=[O:65])[cH:66][cH:67][cH:68]1)([CH3:69])([CH3:70])[CH3:71]>>[C:1]([CH3:2])([CH3:3])([CH3:4])[c:5]1[cH:6][c:7]([NH:11][C:12]([c:13]2[cH:14][cH:15][c:16]([CH:19]3[CH2:20][CH2:21][N:22]([c:27]4[c:28]([Cl:36])[cH:29][c:30]([C:31](=[O:32])[OH:33])[cH:34][cH:35]4)[CH2:23][CH2:24]3)[cH:17][cH:18]2)=[O:25])[cH:8][cH:9][cH:10]1. The reactants are BrC=1SC(=NN1)C1=CC(=C(C=C1)OC(C)C)C(F)(F)F (2-bromo-5-[4-[(1-methylethyl)oxy]-3-(trifluoromethyl)phenyl]-1,3,4-thiadiazole), FC=1C=C(C(=C(C1)B1OC(C(O1)(C)C)(C)C)OC)\C=C\OC (2-{5-fluoro-2-(methyloxy)-3-[(E)-2-(methyloxy)ethenyl]phenyl}-4,4,5,5-tetramethyl-1,3,2-dioxaborolane), P(=O)([O-])([O-])[O-].[K+].[K+].[K+] (tripotassium phosphate). Reagents/catalysts: C=1C=CC(=CC1)[P](C=2C=CC=CC2)(C=3C=CC=CC3)[Pd]([P](C=4C=CC=CC4)(C=5C=CC=CC5)C=6C=CC=CC6)([P](C=7C=CC=CC7)(C=8C=CC=CC8)C=9C=CC=CC9)[P](C=1C=CC=CC1)(C=1C=CC=CC1)C=1C=CC=CC1 (Pd(Ph3P)4). Solvent: CN(C=O)C (N,N-dimethylformamide), O (water), O (Water). Conditions: temperature 120 celsius. Product: FC=1C=C(C(=C(C1)C=1SC(=NN1)C1=CC(=C(C=C1)OC(C)C)C(F)(F)F)OC)\C=C\OC (2-{5-fluoro-2-(methyloxy)-3-[(E)-2-(methyloxy)ethenyl]phenyl}-5-[4-[(1-methylethyl)oxy]-3-(trifluoromethyl)phenyl]-1,3,4-thiadiazole). Yield: 33.9%. As a reaction SMILES: Br[C:2]1[S:3][C:4]([C:7]2[CH:12]=[CH:11][C:10]([O:13][CH:14]([CH3:16])[CH3:15])=[C:9]([C:17]([F:20])([F:19])[F:18])[CH:8]=2)=[N:5][N:6]=1.[F:21][C:22]1[CH:23]=[C:24](/[CH:39]=[CH:40]/[O:41][CH3:42])[C:25]([O:37][CH3:38])=[C:26](B2OC(C)(C)C(C)(C)O2)[CH:27]=1.P([O-])([O-])([O-])=O.[K+].[K+].[K+]>CN(C)C=O.O.C1C=CC([P]([Pd]([P](C2C=CC=CC=2)(C2C=CC=CC=2)C2C=CC=CC=2)([P](C2C=CC=CC=2)(C2C=CC=CC=2)C2C=CC=CC=2)[P](C2C=CC=CC=2)(C2C=CC=CC=2)C2C=CC=CC=2)(C2C=CC=CC=2)C2C=CC=CC=2)=CC=1>[F:21][C:22]1[CH:23]=[C:24](/[CH:39]=[CH:40]/[O:41][CH3:42])[C:25]([O:37][CH3:38])=[C:26]([C:2]2[S:3][C:4]([C:7]3[CH:12]=[CH:11][C:10]([O:13][CH:14]([CH3:16])[CH3:15])=[C:9]([C:17]([F:20])([F:19])[F:18])[CH:8]=3)=[N:5][N:6]=2)[CH:27]=1 |f:2.3.4.5,^1:60,62,81,100|. Procedure: To a suspension of 2-bromo-5-[4-[(1-methylethyl)oxy]-3-(trifluoromethyl)phenyl]-1,3,4-thiadiazole (D4) (393 mg), 2-{5-fluoro-2-(methyloxy)-3-[(E)-2-(methyloxy)ethenyl]phenyl}-4,4,5,5-tetramethyl-1,3,2-dioxaborolane (495 mg) and tripotassium phosphate (568 mg) in N,N-dimethylformamide (DMF) (8 mL) and water (2 mL) under nitrogen was added Pd(Ph3P)4 (61.8 mg). The reaction vessel was sealed and heated under microwave at 120° C. for 10 min. Water was added. The reaction mixture was extracted with E... Starting materials: BrC=1C=C2C=CNC2=NC1 (5-Bromo-7-azaindole), [C-]#N.[Na+] (sodium cyanide), cuprous iodide. Reagents/catalysts: [Pd].C1(=CC=CC=C1)P(C1=CC=CC=C1)C1=CC=CC=C1.C1(=CC=CC=C1)P(C1=CC=CC=C1)C1=CC=CC=C1.C1(=CC=CC=C1)P(C1=CC=CC=C1)C1=CC=CC=C1.C1(=CC=CC=C1)P(C1=CC=CC=C1)C1=CC=CC=C1 (Tetrakis (triphenylphosphine) palladium(0)). The solvent is CN(C)C=O (DMF), C(C)(=O)OCC (ethyl acetate), C([O-])(O)=O.[Na+] (sodium bicarbonate). Run at temperature 125 celsius. The product is C(#N)C=1C=C2C=CNC2=NC1 (5-Cyano-7-Azaindole). RXN SMILES: Br[C:2]1[CH:3]=[C:4]2[C:8](=[N:9][CH:10]=1)[NH:7][CH:6]=[CH:5]2.[C-:11]#[N:12].[Na+]>CN(C=O)C.C(OCC)(=O)C.C(=O)(O)[O-].[Na+].[Pd].C1(P(C2C=CC=CC=2)C2C=CC=CC=2)C=CC=CC=1.C1(P(C2C=CC=CC=2)C2C=CC=CC=2)C=CC=CC=1.C1(P(C2C=CC=CC=2)C2C=CC=CC=2)C=CC=CC=1.C1(P(C2C=CC=CC=2)C2C=CC=CC=2)C=CC=CC=1>[C:11]([C:2]1[CH:3]=[C:4]2[C:8](=[N:9][CH:10]=1)[NH:7][CH:6]=[CH:5]2)#[N:12] |f:1.2,5.6,7.8.9.10.11|. Reported procedure: To a solution of 5-Bromo-7-azaindole XXX (300 mg, 1.52 mmol) in DMF (10 ml), sodium cyanide (150 mg, 3.06 mmol), cuprous iodide (45 mg, 0.24 mmol), and Tetrakis (triphenylphosphine) palladium(0) (100 mg, 0087 mmol) were added. The reaction was placed under argon heated at 125° C. for 48 hours after which the reaction was allowed to cool to ambient temperature before diluting with ethyl acetate and saturated sodium bicarbonate solution. The layers were separated and the aqueous layer was extracte... Reactants: CCO, Cn1nc(-c2ccc([N+](=O)[O-])o2)c2c(Cl)ncnc21, N. The product is Cn1nc(-c2ccc([N+](=O)[O-])o2)c2c(N)ncnc21. Reaction SMILES: [CH3:21][CH2:22][OH:23].[Cl:1][c:2]1[c:3]2[c:4]([n:5][cH:6][n:7]1)[n:8]([CH3:19])[n:9][c:10]2-[c:11]1[o:12][c:13]([N+:16](=[O:17])[O-:18])[cH:14][cH:15]1.[NH3:20]>>[c:2]1([NH2:20])[c:3]2[c:4]([n:5][cH:6][n:7]1)[n:8]([CH3:19])[n:9][c:10]2-[c:11]1[o:12][c:13]([N+:16](=[O:17])[O-:18])[cH:14][cH:15]1. Reactants: ClC=1C(=CC(N(C1)C1=CC(=C(C=C1)S(=O)(=O)C)F)=O)OC1CCN(CC1)C(=O)OC(C)(C)C (tert-butyl 4-(5-chloro-1-(3-fluoro-4-(methylsulfonyl)phenyl)-2-oxo-1,2-dihydropyridin-4-yloxy)piperidine-1-carboxylate), Cl (hydrogen chloride). Conditions: time 15 minute. The product is Cl.ClC=1C(=CC(N(C1)C1=CC(=C(C=C1)S(=O)(=O)C)F)=O)OC1CCNCC1 (5-chloro-1-(3-fluoro-4-(methylsulfonyl)phenyl)-4-(piperidin-4-yloxy)pyridin-2(1H)-one Hydrochloride Salt). The yield is 199.3%. Reaction SMILES: [Cl:1][C:2]1[C:3]([O:20][CH:21]2[CH2:26][CH2:25][N:24](C(OC(C)(C)C)=O)[CH2:23][CH2:22]2)=[CH:4][C:5](=[O:19])[N:6]([C:8]2[CH:13]=[CH:12][C:11]([S:14]([CH3:17])(=[O:16])=[O:15])=[C:10]([F:18])[CH:9]=2)[CH:7]=1.Cl>>[ClH:1].[Cl:1][C:2]1[C:3]([O:20][CH:21]2[CH2:26][CH2:25][NH:24][CH2:23][CH2:22]2)=[CH:4][C:5](=[O:19])[N:6]([C:8]2[CH:13]=[CH:12][C:11]([S:14]([CH3:17])(=[O:16])=[O:15])=[C:10]([F:18])[CH:9]=2)[CH:7]=1 |f:2.3|. Reported procedure: A mixture of tert-butyl 4-(5-chloro-1-(3-fluoro-4-(methylsulfonyl)phenyl)-2-oxo-1,2-dihydropyridin-4-yloxy)piperidine-1-carboxylate (300 mg, 0.599 mmol) and hydrogen chloride (37% in H2O, 5 mL) was stirred for 15 min and then concentrated in vacuo to yield 261 mg of the desired product as an off-white solid. 1H NMR (400 MHz, DMSO-d6) δ ppm 8.88 (br s, 2H) 8.11 (s, 1H) 7.97 (t, J=8.16 Hz, 1H) 7.78 (dd, J=10.92, 1.88 Hz, 1H) 7.57 (dd, J=8.28, 1.76 Hz, 1H) 6.30 (s, 1H) 4.80-491 (m, 1H) 3.39 (s, 3H)... The reactants are CCCCN1CCC(c2cccc(O)c2)CC1, CS(=O)(=O)Cl. The product is CCCCN1CCC(c2cccc(OS(C)(=O)=O)c2)CC1. As a reaction SMILES: [CH2:1]([CH2:2][CH2:3][CH3:4])[N:5]1[CH2:6][CH2:7][CH:8]([c:11]2[cH:12][c:13]([OH:17])[cH:14][cH:15][cH:16]2)[CH2:9][CH2:10]1.[CH3:18][S:19]([Cl:20])(=[O:21])=[O:22]>>[CH2:1]([CH2:2][CH2:3][CH3:4])[N:5]1[CH2:6][CH2:7][CH:8]([c:11]2[cH:12][c:13]([O:17][S:19]([CH3:18])(=[O:21])=[O:22])[cH:14][cH:15][cH:16]2)[CH2:9][CH2:10]1. Reactants: FC(C1=CC(=CC=C1)C(C#N)N1CCOCC1)(F)F (α-(α,α,α-trifluoro-m-tolyl)-4-morpholineacetonitrile), [OH-].[K+].C(C)O (KOH ethanol), C(\C=C\C)#N (crotononitrile). Solvent: O1CCCC1 (tetrahydrofuran). Product: CC(C(C#N)(C=1C=C(C=CC1)C(F)(F)F)N1CCOCC1)CC#N (3-methyl-2-morpholino-2-(α,α,α-trifluoro-m-tolyl)glutaronitrile). As a reaction SMILES: [F:1][C:2]([F:19])([F:18])[C:3]1[CH:8]=[CH:7][CH:6]=[C:5]([CH:9]([N:12]2[CH2:17][CH2:16][O:15][CH2:14][CH2:13]2)[C:10]#[N:11])[CH:4]=1.[OH-].[K+].C(O)C.[C:25](#[N:29])/[CH:26]=[CH:27]/[CH3:28]>O1CCCC1>[CH3:28][CH:27]([CH2:26][C:25]#[N:29])[C:9]([N:12]1[CH2:13][CH2:14][O:15][CH2:16][CH2:17]1)([C:5]1[CH:4]=[C:3]([C:2]([F:1])([F:18])[F:19])[CH:8]=[CH:7][CH:6]=1)[C:10]#[N:11] |f:1.2.3|. Procedure details: To a solution of α-(α,α,α-trifluoro-m-tolyl)-4-morpholineacetonitrile in 100 ml. of tetrahydrofuran is added 1.0 ml. of 30% KOH-ethanol solution. To the mixture is added 2.56 g. of crotononitrile and the mixture is stirred at room temperature for 18 hrs. The mixture is concentrated to dryness under vacuum and the residue is dissolved in chloroform. The solution is passed through a column of hydrous magnesium silicate. The eluent is concentrated to an oil (17.3 g) which is crystallized from hexan... The reactants are C(C)(C)(C)OC(NC1=C(C=C(C(=C1)C)C(F)(F)F)N)=O ((2-amino-5-methyl-4-trifluoromethyl-phenyl)-carbamic acid tert-butyl ester), C(C)(C)(C)OC(CC(C1=CC(=CC=C1)C=1SC=C(N1)COC1OCCCC1)=O)=O (3-oxo-3-[3-[4-(tetrahydro-pyran-2-yloxymethyl)-thiazol-2-yl]-phenyl]-propionic acid tert.-butyl ester). Solvent: C1(=CC=CC=C1)C (toluene). Conditions: temperature 100 celsius, time 0.5 hour. Yields the product OCC=1N=C(SC1)C=1C=C(C=CC1)C1=NC2=C(NC(C1)=O)C=C(C(=C2)C)C(F)(F)F (4-[3-(4-Hydroxymethyl-thiazol-2-yl)-phenyl]-7-methyl-8-trifluoromethyl-1,3-dihydro-benzo[b][1,4]diazepin-2-one). Yield: 18.6%. RXN SMILES: C(OC(=O)[NH:7][C:8]1[CH:13]=[C:12]([CH3:14])[C:11]([C:15]([F:18])([F:17])[F:16])=[CH:10][C:9]=1[NH2:19])(C)(C)C.C(O[C:26](=[O:49])[CH2:27][C:28](=O)[C:29]1[CH:34]=[CH:33][CH:32]=[C:31]([C:35]2[S:36][CH:37]=[C:38]([CH2:40][O:41]C3CCCCO3)[N:39]=2)[CH:30]=1)(C)(C)C>C1(C)C=CC=CC=1>[OH:41][CH2:40][C:38]1[N:39]=[C:35]([C:31]2[CH:30]=[C:29]([C:28]3[CH2:27][C:26](=[O:49])[NH:19][C:9]4[CH:10]=[C:11]([C:15]([F:16])([F:17])[F:18])[C:12]([CH3:14])=[CH:13][C:8]=4[N:7]=3)[CH:34]=[CH:33][CH:32]=2)[S:36][CH:37]=1. Procedure details: A mixture of (2-amino-5-methyl-4-trifluoromethyl-phenyl)-carbamic acid tert-butyl ester (Example J15) (0.145 g) and 3-oxo-3-[3-[4-(tetrahydro-pyran-2-yloxymethyl)-thiazol-2-yl]-phenyl]-propionic acid tert.-butyl ester (Example K19) (0.23 g) in toluene (2 mL) was heated to 100° C. for 5 h. The mixture was cooled and evaporated in vacuum. A solution of the residue in a mixture of CH2Cl2 (2 mL) and TFA (2 mL) was stirred for 0.5 h at 20° C. The mixture was evaporated in vacuum, the residual oil was... Starting materials: C[Al](C)C (trimethylaluminium), C(C)(C)N (isopropylamine), COC(C1=CN=C(C=C1)OCC=1C(=NOC1CO)C1=CC(=C(C=C1)F)F)=O (6-[3-(3,4-Difluoro-phenyl)-5-hydroxymethyl-isoxazol-4-ylmethoxy]-nicotinic acid methyl ester). RXN SMILES: C[Al](C)C.[CH:5]([NH2:8])([CH3:7])[CH3:6].CO[C:11](=[O:35])[C:12]1[CH:17]=[CH:16][C:15]([O:18][CH2:19][C:20]2[C:21]([C:27]3[CH:32]=[CH:31][C:30]([F:33])=[C:29]([F:34])[CH:28]=3)=[N:22][O:23][C:24]=2[CH2:25][OH:26])=[N:14][CH:13]=1>O1CCOCC1>[F:34][C:29]1[CH:28]=[C:27]([C:21]2[C:20]([CH2:19][O:18][C:15]3[CH:16]=[CH:17][C:12]([C:11]([NH:8][CH:5]([CH3:7])[CH3:6])=[O:35])=[CH:13][N:14]=3)=[C:24]([CH2:25][OH:26])[O:23][N:22]=2)[CH:32]=[CH:31][C:30]=1[F:33]. Procedure details: A trimethylaluminium solution (2M in toluene, 798 ul, 1.60 mmol) was added to a solution of isopropylamine (63.2 mg, 1.06 mmol) in dioxane (5 mL). 6-[3-(3,4-Difluoro-phenyl)-5-hydroxymethyl-isoxazol-4-ylmethoxy]-nicotinic acid methyl ester (100 mg, 0.27 mmol) in dioxane (5 mL) was added after 1 h at 50° C. The reaction mixture was stirred at 85° C. overnight. The solvent was removed by distillation. The residue was purified by chromatography (silica, ethyl acetate:heptane=2:3 to 7:3) to afford t... Run at temperature 85 celsius, time 8 hour. The yield is 27.5%. Yields the product FC=1C=C(C=CC1F)C1=NOC(=C1COC1=NC=C(C(=O)NC(C)C)C=C1)CO (6-[3-(3,4-Difluoro-phenyl)-5-hydroxymethyl-isoxazol-4-ylmethoxy]-N-isopropyl-nicotinamide). Solvent: O1CCOCC1 (dioxane), O1CCOCC1 (dioxane).